Dataset: the Open Reaction Database (ORD), a public repository of structured organic reaction records. Task: describe an organic reaction: reactants, conditions, products, and yield The reactants are FC(C(=O)OC(C(F)(F)F)=O)(F)F (trifluoroacetic anhydride), CNC1=CC=C(C(=O)O)C=C1 (4-methylaminobenzoic acid), CN(C(C(F)(F)F)=O)C1=CC=C(C(=O)O)C=C1 (4-(N-Methyltrifluoroacetamido)benzoic acid). The solvent is C(C)OCC (diethyl ether), C(C)OCC (diethyl ether). Reaction conditions: temperature 0 celsius, time 20 hour. The product is C(C)(C)OC(C)C.C(C)(=O)OCC (diisopropyl ether ethyl acetate), CN(C(C(F)(F)F)=O)C1=CC=C(C(=O)O)C=C1 (4-(N-methyltrifluoroacetamido)benzoic acid). As a reaction SMILES: [CH3:1][N:2]([C:9]1[CH:17]=[CH:16][C:12]([C:13]([OH:15])=[O:14])=[CH:11][CH:10]=1)[C:3](=[O:8])[C:4]([F:7])([F:6])[F:5].F[C:19](F)(F)[C:20]([O:22][C:23](=[O:28])[C:24](F)(F)F)=[O:21].[CH3:31]NC1C=CC(C(O)=O)=CC=1>C(OCC)C>[CH:23]([O:28][CH:17]([CH3:16])[CH3:9])([CH3:31])[CH3:24].[C:20]([O:22][CH2:23][CH3:24])(=[O:21])[CH3:19].[CH3:1][N:2]([C:9]1[CH:17]=[CH:16][C:12]([C:13]([OH:15])=[O:14])=[CH:11][CH:10]=1)[C:3](=[O:8])[C:4]([F:6])([F:5])[F:7] |f:4.5|. Reported procedure: 4-(N-Methyltrifluoroacetamido)benzoic acid may be prepared in the following manner: a solution of trifluoroacetic anhydride (43.75 g) in anhydrous diethyl ether (50 cc) is added to a solution of 4-methylaminobenzoic acid (21 g) in anhydrous diethyl ether (200 cc) while the temperature is maintained in the vicinity of 0° C. The reaction mixture is then stirred for 20 hours at a temperature in the region of 20° C. and is thereafter concentrated to dryness under reduced pressure (2.7 kPa). On recry... Starting materials: CC(=O)O, O, O=[N+]([O-])O, CC(=O)Oc1cc2c(=O)n(C)sc2cc1O. Product: CC(=O)Oc1cc2c(=O)n(C)sc2c([N+](=O)[O-])c1O. Reaction SMILES: [CH3:22][C:23](=[O:24])[OH:25].[OH2:21].[OH:17][N+:18]([O-:19])=[O:20].[OH:1][c:2]1[cH:3][c:4]2[c:5]([c:6](=[O:10])[n:7]([CH3:9])[s:8]2)[cH:11][c:12]1[O:13][C:14]([CH3:15])=[O:16]>>[OH:1][c:2]1[c:3]([N+:18](=[O:17])[O-:19])[c:4]2[c:5]([c:6](=[O:10])[n:7]([CH3:9])[s:8]2)[cH:11][c:12]1[O:13][C:14]([CH3:15])=[O:16].